This data is from the Open Reaction Database (ORD), a public repository of structured organic reaction records. The task is: describe an organic reaction: reactants, conditions, products, and yield The reactants are NCC[C@@H]1C[C@@H](OC2(CCCC2)O1)CC(=O)O ((±)-cis-9-(2-aminoethyl)-6,10-dioxaspiro[4.5]decane-7-acetic acid), FC1=CC=C(C=C1)C(C(C(C(=O)NC1=CC=CC=C1)C(C(C)C)=O)C1=CC=CC=C1)=O ((±)-4-fluoro-α-[2-methyl-1-oxopropyl]-γ-oxo-N,β-diphenylbenzenebutaneamide), C(C)OCC (diethyl ether), [Cl-].[NH4+] (ammonium chloride). Run in CS(=O)C (dimethyl sulfoxide), O (water). Run at temperature 105 celsius, time 3 hour. Product: FC1=CC=C(C=C1)C1=C(C(=C(N1CC[C@@H]1OC(C[C@H](C1)O)=O)C(C)C)C(=O)NC1=CC=CC=C1)C1=CC=CC=C1 (trans-(±)-5-(4-fluorophenyl)-2-(1-methylethyl)-N,4-diphenyl-1-[2-(tetrahydro-4-hydroxy-6-oxo-2 H-pyran-2-yl)ethyl]-1 H-pyrrole-3-carboxamide). Yield: 24.7%. Reaction SMILES: [NH2:1][CH2:2][CH2:3][C@H:4]1OC2(CCCC2)[O:7][C@@H:6]([CH2:14][C:15]([OH:17])=[O:16])[CH2:5]1.[F:18][C:19]1[CH:24]=[CH:23][C:22]([C:25](=O)[CH:26]([C:42]2[CH:47]=[CH:46][CH:45]=[CH:44][CH:43]=2)[CH:27]([C:37](=O)[CH:38]([CH3:40])[CH3:39])[C:28]([NH:30][C:31]2[CH:36]=[CH:35][CH:34]=[CH:33][CH:32]=2)=[O:29])=[CH:21][CH:20]=1.C(OCC)C.[Cl-].[NH4+]>CS(C)=O.O>[F:18][C:19]1[CH:20]=[CH:21][C:22]([C:25]2[N:1]([CH2:2][CH2:3][C@H:4]3[CH2:5][C@H:6]([OH:7])[CH2:14][C:15](=[O:16])[O:17]3)[C:37]([CH:38]([CH3:40])[CH3:39])=[C:27]([C:28]([NH:30][C:31]3[CH:32]=[CH:33][CH:34]=[CH:35][CH:36]=3)=[O:29])[C:26]=2[C:42]2[CH:43]=[CH:44][CH:45]=[CH:46][CH:47]=2)=[CH:23][CH:24]=1 |f:3.4|. Procedure: A solution of 0.295 g (1.21 mmol) of (±)-cis-9-(2-aminoethyl)-6,10-dioxaspiro[4.5]decane-7-acetic acid and 0.504 g (1.20 mmol) of (±)-4-fluoro-α-[2-methyl-1-oxopropyl]-γ-oxo-N,β-diphenylbenzenebutaneamide mixture of [R-(R*,R*)], [R-(R*,S*)], [S-(R*,R*)] and [S-(R*,S*)] isomers in 5 mL of dimethyl sulfoxide is heated at 105° C. for 15 hours. The solution is cooled and poured into 100 mL of diethyl ether and 50 mL of saturated ammonium chloride in water. The layers are separated and the organic la... The reactants are COC(=O)C1(CCN(CC1)CCC1(CN(CC1)C(C1=CC=CC=C1)=O)C1=CC(=C(C=C1)Cl)Cl)C1=CC=CC=C1 (1-[2-[1-Benzoyl-3-(3,4-dichloro-phenyl)-pyrrolidin-3-yl]-ethyl]-4-phenyl-piperidine-4-carboxylic acid methyl ester), [OH-].[Na+] (sodium hydroxide). The solvent is C(C)O (ethanol). The product is C(C1=CC=CC=C1)(=O)N1CC(CC1)(C1=CC(=C(C=C1)Cl)Cl)CCN1CCC(CC1)(C(=O)O)C1=CC=CC=C1 (1-[2-[1-benzoyl-3-(3,4-dichlorophenyl)-pyrrolidin-3-yl]-ethyl]-4-phenylpiperidine-4-carboxylic acid). Yield: 42.4%. RXN SMILES: C[O:2][C:3]([C:5]1([C:34]2[CH:39]=[CH:38][CH:37]=[CH:36][CH:35]=2)[CH2:10][CH2:9][N:8]([CH2:11][CH2:12][C:13]2([C:26]3[CH:31]=[CH:30][C:29]([Cl:32])=[C:28]([Cl:33])[CH:27]=3)[CH2:17][CH2:16][N:15]([C:18](=[O:25])[C:19]3[CH:24]=[CH:23][CH:22]=[CH:21][CH:20]=3)[CH2:14]2)[CH2:7][CH2:6]1)=[O:4].[OH-].[Na+]>C(O)C>[C:18]([N:15]1[CH2:16][CH2:17][C:13]([CH2:12][CH2:11][N:8]2[CH2:7][CH2:6][C:5]([C:34]3[CH:39]=[CH:38][CH:37]=[CH:36][CH:35]=3)([C:3]([OH:4])=[O:2])[CH2:10][CH2:9]2)([C:26]2[CH:31]=[CH:30][C:29]([Cl:32])=[C:28]([Cl:33])[CH:27]=2)[CH2:14]1)(=[O:25])[C:19]1[CH:24]=[CH:23][CH:22]=[CH:21][CH:20]=1 |f:1.2|. Procedure details: 1-[2-[1-Benzoyl-3-(3,4-dichloro-phenyl)-pyrrolidin-3-yl]-ethyl]-4-phenyl-piperidine-4-carboxylic acid methyl ester (0.2850 g, 0.5 mmol) was dissolved in ethanol (10 mL) and treated with 1M sodium hydroxide (5 mL, 5 mmol) at 20° C. for 2 hours. The aqueous phase was washed with ethyl acetate. The aqueous phase was acidified with 1N hydrochloric acid, and then extracted with ethyl acetate. The organic phase was dried over magnesium sulfate, filtered, and concentrated in vacuo to give 0.117 g (43%)... Reactants: C(CCCC)N (pentylamine), C(CCCCCCC)N=C=O (octylisocyanate). Solvent: CCCCCC (hexane). Conditions: time 8 hour. Yields the product C(CCCCCCC)NC(=O)NCCCCC (1-octyl-3-pentylurea). Yield: 97.0%. Reaction SMILES: [CH2:1]([NH2:6])[CH2:2][CH2:3][CH2:4][CH3:5].[CH2:7]([N:15]=[C:16]=[O:17])[CH2:8][CH2:9][CH2:10][CH2:11][CH2:12][CH2:13][CH3:14]>CCCCCC>[CH2:7]([NH:15][C:16]([NH:6][CH2:1][CH2:2][CH2:3][CH2:4][CH3:5])=[O:17])[CH2:8][CH2:9][CH2:10][CH2:11][CH2:12][CH2:13][CH3:14]. Procedure details: To 0.262 g (3.00 mmol) of pentylamine in 20 mL of hexane is added 0.53 mL (0.47 g, 3.0 mmol) of octylisocyanate with stirring to eventually produce a white crystalline solid. After standing overnight the mixture is cooled, the solid product collected, and washed with cold hexane. On air drying there is obtained 0.705 g (2.91 mmol, 97%) of 1-octyl-3-pentylurea as very fine white needles, mp 65.0-65.5° C. The material displays a 13C-NMR and a mass spectrum consistent with the assigned structure. 1... Starting materials: [Na+].[Cl-] (NaCl), SC1=NC(=NS1)C1=C(C=CC=C1)OC (5-mercapto-3-(2-methoxyphenyl)-1,2,4-thiadiazole), [OH-].[NH4+] (ammonium hydroxide). Run in O (water), [OH-].[Na+] (sodium hydroxide). Run at time 10 minute. Product: COC1=C(C=CC=C1)C1=NSC(=N1)SN (3-(2-Methoxyphenyl)-1,2,4-thiadiazole-5-sulfenamide). As a reaction SMILES: [SH:1][C:2]1[S:6][N:5]=[C:4]([C:7]2[CH:12]=[CH:11][CH:10]=[CH:9][C:8]=2[O:13][CH3:14])[N:3]=1.[Na+].[Cl-].[OH-].[NH4+:18]>[OH-].[Na+].O>[CH3:14][O:13][C:8]1[CH:9]=[CH:10][CH:11]=[CH:12][C:7]=1[C:4]1[N:3]=[C:2]([S:1][NH2:18])[S:6][N:5]=1 |f:1.2,3.4,5.6|. Procedure details: A solution of 4.6 g of 5-mercapto-3-(2-methoxyphenyl)-1,2,4-thiadiazole in 70 ml of 5% sodium hydroxide and a solution prepared by diluting 44 ml of 5.25% NaCl to 70 ml with water were added dropwise simultaneously to 190 ml of ammonium hydroxide solution while maintaining the mixture at 0° with an ice/methanol bath. The resulting mixture was stirred for 10 minutes and the solids were collected, washed with water and dried under high vacuum (with P2O5) to give 3.0 g of solid, m.p. 136°-138° C. d... The reactants are BrB(Br)Br, Cc1ccccc1, COc1ccc(F)c2c(Cl)cc(C)nc12, ClCCl. Yields the product Cc1cc(Cl)c2c(F)ccc(O)c2n1. As a reaction SMILES: [B:16]([Br:17])([Br:18])[Br:19].[CH3:20][c:21]1[cH:22][cH:23][cH:24][cH:25][cH:26]1.[Cl:1][c:2]1[cH:3][c:4]([CH3:15])[n:5][c:6]2[c:7]([O:13][CH3:14])[cH:8][cH:9][c:10]([F:12])[c:11]12.[Cl:27][CH2:28][Cl:29]>>[Cl:1][c:2]1[cH:3][c:4]([CH3:15])[n:5][c:6]2[c:7]([OH:13])[cH:8][cH:9][c:10]([F:12])[c:11]12.